Dataset: the Open Reaction Database (ORD), a public repository of structured organic reaction records. Task: describe an organic reaction: reactants, conditions, products, and yield Starting materials: O=C(O)c1ccc(=O)n(C2CC2)c1, CC(N)C(N)(c1ccc(F)cc1)c1ccnc(F)c1. The product is CC1NC(c2ccc(=O)n(C3CC3)c2)=NC1(c1ccc(F)cc1)c1ccnc(F)c1. RXN SMILES: [CH:20]1([n:23]2[c:24](=[O:32])[cH:25][cH:26][c:27]([C:29]([OH:30])=[O:31])[cH:28]2)[CH2:21][CH2:22]1.[F:1][c:2]1[cH:3][cH:4][c:5]([C:8]([CH:9]([CH3:10])[NH2:11])([NH2:12])[c:13]2[cH:14][c:15]([F:19])[n:16][cH:17][cH:18]2)[cH:6][cH:7]1>>[F:1][c:2]1[cH:3][cH:4][c:5]([C:8]2([c:13]3[cH:14][c:15]([F:19])[n:16][cH:17][cH:18]3)[CH:9]([CH3:10])[NH:11][C:29]([c:27]3[cH:26][cH:25][c:24](=[O:32])[n:23]([CH:20]4[CH2:21][CH2:22]4)[cH:28]3)=[N:12]2)[cH:6][cH:7]1.